Dataset: the Open Reaction Database (ORD), a public repository of structured organic reaction records. Task: describe an organic reaction: reactants, conditions, products, and yield Reactants: [Al+3], C1CCOC1, O=Cc1ccc(-c2cccc(C(F)(F)F)c2)nc1, [H-], [H-], [H-], [H-], [Li+], [Na+], [OH-], O. Product: OCc1ccc(-c2cccc(C(F)(F)F)c2)nc1. RXN SMILES: [Al+3:2].[CH2:28]1[O:29][CH2:30][CH2:31][CH2:32]1.[F:7][C:8]([c:9]1[cH:10][c:11](-[c:15]2[cH:16][cH:17][c:18]([CH:21]=[O:22])[cH:19][n:20]2)[cH:12][cH:13][cH:14]1)([F:23])[F:24].[H-:1].[H-:4].[H-:5].[H-:6].[Li+:3].[Na+:27].[OH-:26].[OH2:25]>>[F:7][C:8]([c:9]1[cH:10][c:11](-[c:15]2[cH:16][cH:17][c:18]([CH2:21][OH:22])[cH:19][n:20]2)[cH:12][cH:13][cH:14]1)([F:23])[F:24].